This data is from the Open Reaction Database (ORD), a public repository of structured organic reaction records. The task is: describe an organic reaction: reactants, conditions, products, and yield Starting materials: O(S(=O)(=O)C(F)(F)F)C (methyl triflate), ClC1=C(C(=O)NCC2(CCNCC2)CC2CC2)C(=CC=C1)F (2-chloro-6-fluoro-N-{[4-cyclopropylmethylpiperidin-4-yl]methyl}benzamide), FC(S(=O)(=O)[O-])(F)F.CC=1N(C=C[N+]1C)S(=O)(=O)N1C(=NC=C1)C (2,3-dimethyl-1-[(2-methyl-1H-imidazol-1-yl)sulfonyl]-1H-imidazol-3-ium trifluoromethanesulfonate). The solvent is C(Cl)Cl (DCM), C(Cl)Cl (DCM), C(C)#N (acetonitrile), C(C)#N (acetonitrile). Run at time 12 hour. The product is FC(S(=O)(=O)[O-])(F)F.CC=1NC=C[N+]1C (2,3-dimethyl-1H-imidazol-3-ium trifluoromethanesulfonate). Reaction SMILES: ClC1C=CC=C(F)C=1C(NCC1(CC2CC2)CCNCC1)=O.[F:23][C:24]([F:30])([F:29])[S:25]([O-:28])(=[O:27])=[O:26].[CH3:31][C:32]1[N:33](S(N2C=CN=C2C)(=O)=O)[CH:34]=[CH:35][N+:36]=1[CH3:37].O(C)S(C(F)(F)F)(=O)=O>C(#N)C.C(Cl)Cl>[F:23][C:24]([F:30])([F:29])[S:25]([O-:28])(=[O:27])=[O:26].[CH3:31][C:32]1[NH:33][CH:34]=[CH:35][N+:36]=1[CH3:37] |f:1.2,6.7|. Procedure: A solution of 2-chloro-6-fluoro-N-{[4-cyclopropylmethylpiperidin-4-yl]methyl}benzamide (I-4) in acetonitrile (2.5 mL) was added to a solution of 2,3-dimethyl-1-[(2-methyl-1H-imidazol-1-yl)sulfonyl]-1H-imidazol-3-ium trifluoromethanesulfonate (for synthesis see J. Org. Chem., 2003, 68, 115) (361 mg, 0.925 mmol) in acetonitrile (2 mL) The yellow solution was stirred at room temperature for 12 h then the solvent removed in vacuo. Biotage chromatography (2% methanol-DCM) afforded 2-chloro-N-{[4-cycl... Starting materials: ClC=1C=NC(=C(C(=O)O)C1)OC1=CC=C(C=C1)F (5-chloro-2-(4-fluorophenoxy)nicotinic acid), N[C@@H](C)C1=CC=C(C(=O)OC(C)(C)C)C=C1 (tert-Butyl 4-[(1S)-1-aminoethyl]benzoate). Yields the product ClC=1C=C(C(=NC1)OC1=CC=C(C=C1)F)C(=O)N[C@@H](C)C1=CC=C(C(=O)OC(C)(C)C)C=C1 (tert-Butyl 4-[(1S)-1-({[5-Chloro-2-(4-fluorophenoxy)pyridin-3-yl]carbonyl}amino)ethyl]benzoate). RXN SMILES: [Cl:1][C:2]1[CH:3]=[N:4][C:5]([O:11][C:12]2[CH:17]=[CH:16][C:15]([F:18])=[CH:14][CH:13]=2)=[C:6]([CH:10]=1)[C:7]([OH:9])=O.[NH2:19][C@H:20]([C:22]1[CH:34]=[CH:33][C:25]([C:26]([O:28][C:29]([CH3:32])([CH3:31])[CH3:30])=[O:27])=[CH:24][CH:23]=1)[CH3:21]>>[Cl:1][C:2]1[CH:10]=[C:6]([C:7]([NH:19][C@H:20]([C:22]2[CH:34]=[CH:33][C:25]([C:26]([O:28][C:29]([CH3:31])([CH3:30])[CH3:32])=[O:27])=[CH:24][CH:23]=2)[CH3:21])=[O:9])[C:5]([O:11][C:12]2[CH:17]=[CH:16][C:15]([F:18])=[CH:14][CH:13]=2)=[N:4][CH:3]=1. Procedure: The title compound was prepared according to the procedure described in step 3 of Example 1 from 5-chloro-2-(4-fluorophenoxy)nicotinic acid and tert-butyl 4-[(1S)-1-aminoethyl]benzoate (step 3): 1H-NMR (CDCl3) δ 8.54 (1H, d, J=2.7 Hz), 8.14 (1H, br.s), 8.13 (1H, d, J=2.7 Hz), 7.95 (2H, d, J=8.3 Hz), 7.39 (2H, d, J=8.3 Hz), 7.17–7.11 (4H, m), 5.36 (1H, dq, J=7.2, 7.0 Hz), 1.59 (3H, d, J=7.0 Hz), 1.58 (9H, s); MS (ESI) m/z 415 (M+H)+. Reactants: C1(CCCC2=CC=CC=C12)C(=O)O (1,2,3,4-tetrahydronaphthalene-1-carboxylic acid), C(C)(C)C1=CC=C(C=C1)NCCCCCCOC1OCCCC1 ((4-isopropylphenyl)[6-(tetrahydropyran-2-yloxy)hexyl]amine). Product: C(C)(C)C1=CC=C(C=C1)N(C(=O)C1CCCC2=CC=CC=C12)CCCCCCOC1OCCCC1 (N-(4-isopropylphenyl)-N-[6-(tetrahydropyran-2-yloxy)hexyl]-1,2,3,4-tetrahydronaphthalene-1-carboxamide). The yield is 33.5%. Reaction SMILES: [CH:1]1([C:11]([OH:13])=O)[C:10]2[C:5](=[CH:6][CH:7]=[CH:8][CH:9]=2)[CH2:4][CH2:3][CH2:2]1.[CH:14]([C:17]1[CH:22]=[CH:21][C:20]([NH:23][CH2:24][CH2:25][CH2:26][CH2:27][CH2:28][CH2:29][O:30][CH:31]2[CH2:36][CH2:35][CH2:34][CH2:33][O:32]2)=[CH:19][CH:18]=1)([CH3:16])[CH3:15]>>[CH:14]([C:17]1[CH:18]=[CH:19][C:20]([N:23]([CH2:24][CH2:25][CH2:26][CH2:27][CH2:28][CH2:29][O:30][CH:31]2[CH2:36][CH2:35][CH2:34][CH2:33][O:32]2)[C:11]([CH:1]2[C:10]3[C:5](=[CH:6][CH:7]=[CH:8][CH:9]=3)[CH2:4][CH2:3][CH2:2]2)=[O:13])=[CH:21][CH:22]=1)([CH3:16])[CH3:15]. Procedure details: By the reaction and treatment in the same manner as in Example 1 using 1,2,3,4-tetrahydronaphthalene-1-carboxylic acid (1.1 g) and (4-isopropylphenyl)[6-(tetrahydropyran-2-yloxy)hexyl]amine (2.0 g) as starting materials, N-(4-isopropylphenyl)-N-[6-(tetrahydropyran-2-yloxy)hexyl]-1,2,3,4-tetrahydronaphthalene-1-carboxamide (1.0 g) was obtained. By the reaction and treatment of this compound in the same manner as in Example 9, N-(6-hydroxyhexyl)-N-(4-isopropylphenyl)-1,2,3,4-tetrahydronaphthalene-...